This data is from the Open Reaction Database (ORD), a public repository of structured organic reaction records. The task is: describe an organic reaction: reactants, conditions, products, and yield The reactants are C([O-])([O-])=O.[Na+].[Na+] (sodium carbonate), BrC1=C(CNCC2=CC(=CC(=C2)C(F)(F)F)C(F)(F)F)C=C(C(=C1)C)C(F)(F)F (N-(2-Bromo-4-methyl-5-(trifluoromethyl)benzyl)(3,5-bis(trifluoromethyl)phenyl)methanamine), N#CBr (cyanogen bromide). Run in CO (methanol). Run at time 20 hour. The product is BrC1=C(CN(C#N)CC2=CC(=CC(=C2)C(F)(F)F)C(F)(F)F)C=C(C(=C1)C)C(F)(F)F ((2-Bromo-4-methyl-5-(trifluoromethyl) benzyl) (3,5-bis(trifluoromethyl) benzyl) cyanamide). The yield is 97.5%. As a reaction SMILES: [Br:1][C:2]1[CH:24]=[C:23]([CH3:25])[C:22]([C:26]([F:29])([F:28])[F:27])=[CH:21][C:3]=1[CH2:4][NH:5][CH2:6][C:7]1[CH:12]=[C:11]([C:13]([F:16])([F:15])[F:14])[CH:10]=[C:9]([C:17]([F:20])([F:19])[F:18])[CH:8]=1.C(=O)([O-])[O-].[Na+].[Na+].[N:36]#[C:37]Br>CO>[Br:1][C:2]1[CH:24]=[C:23]([CH3:25])[C:22]([C:26]([F:27])([F:28])[F:29])=[CH:21][C:3]=1[CH2:4][N:5]([CH2:6][C:7]1[CH:12]=[C:11]([C:13]([F:15])([F:16])[F:14])[CH:10]=[C:9]([C:17]([F:18])([F:19])[F:20])[CH:8]=1)[C:37]#[N:36] |f:1.2.3|. Procedure: N-(2-Bromo-4-methyl-5-(trifluoromethyl)benzyl)(3,5-bis(trifluoromethyl)phenyl)methanamine (89 mg, 0.180 mmol) was dissolved in methanol (10 mL). To this solution was added sodium carbonate (53.9 mg, 0.396 mmol) followed by cyanogen bromide (5.0M solution in acetonitrile, 21.9 mg, 0.041 mL, 0.207 mmol). The solution stirred at room temperature for 20 hours then concentrated under reduced pressure to dryness. The residue was partitioned between water (10 mL) and ethyl acetate (50 mL). The aqueous ...